Dataset: the Open Reaction Database (ORD), a public repository of structured organic reaction records. Task: describe an organic reaction: reactants, conditions, products, and yield Starting materials: [Al+3], [H-], [H-], [H-], [H-], [Li+], COc1ccc(C(C)(N)C(=O)O)cc1, C1CCOC1. The product is COc1ccc(C(C)(N)CO)cc1. RXN SMILES: [Al+3:16].[H-:15].[H-:18].[H-:19].[H-:20].[Li+:17].[NH2:1][C:2]([C:3](=[O:4])[OH:5])([CH3:6])[c:7]1[cH:8][cH:9][c:10]([O:13][CH3:14])[cH:11][cH:12]1.[O:21]1[CH2:22][CH2:23][CH2:24][CH2:25]1>>[NH2:1][C:2]([CH2:3][OH:4])([CH3:6])[c:7]1[cH:8][cH:9][c:10]([O:13][CH3:14])[cH:11][cH:12]1. The reactants are O=C([O-])[O-], CC#N, Clc1cccc(N2CCNCC2)c1Cl, Cl, CCCI, [K+], [K+]. Product: CCCN1CCN(c2cccc(Cl)c2Cl)CC1. RXN SMILES: [C:15](=[O:16])([O-:17])[O-:18].[CH3:26][C:27]#[N:28].[Cl:1][c:2]1[c:3]([N:9]2[CH2:10][CH2:11][NH:12][CH2:13][CH2:14]2)[cH:4][cH:5][cH:6][c:7]1[Cl:8].[ClH:25].[I:21][CH2:22][CH2:23][CH3:24].[K+:19].[K+:20]>>[Cl:1][c:2]1[c:3]([N:9]2[CH2:10][CH2:11][N:12]([CH2:22][CH2:23][CH3:24])[CH2:13][CH2:14]2)[cH:4][cH:5][cH:6][c:7]1[Cl:8].